Dataset: the Open Reaction Database (ORD), a public repository of structured organic reaction records. Task: describe an organic reaction: reactants, conditions, products, and yield Starting materials: CCC1(CCCCCC(CO)c2ncc(-c3ccc4ccccc4c3)[nH]2)OCCO1, ClCCl, O=C(O)C(F)(F)F. Yields the product CCC(=O)CCCCCC(CO)c1[nH]c(-c2ccc3ccccc3c2)c[nH+]1, O=C([O-])C(F)(F)F. As a reaction SMILES: [CH2:1]([CH3:2])[C:3]1([CH2:8][CH2:9][CH2:10][CH2:11][CH2:12][CH:13]([CH2:14][OH:15])[c:16]2[nH:17][c:18](-[c:21]3[cH:22][c:23]4[cH:24][cH:25][cH:26][cH:27][c:28]4[cH:29][cH:30]3)[cH:19][n:20]2)[O:4][CH2:7][CH2:6][O:5]1.[Cl:31][CH2:32][Cl:33].[F:34][C:35]([C:36](=[O:37])[OH:38])([F:39])[F:40]>>[CH2:1]([CH3:2])[C:3](=[O:4])[CH2:8][CH2:9][CH2:10][CH2:11][CH2:12][CH:13]([CH2:14][OH:15])[c:16]1[nH:17][c:18](-[c:21]2[cH:22][c:23]3[cH:24][cH:25][cH:26][cH:27][c:28]3[cH:29][cH:30]2)[cH:19][nH+:20]1.[F:34][C:35]([C:36](=[O:37])[O-:38])([F:39])[F:40]. Reactants: C(CCC)OC1=CC=C(C=C1)C[C@@H](C(=O)OC)NC(=O)[C@H]([C@](C(=O)O)(CCOC)O)\C=C\CCCCCCC(CCCCCCC)=O ((E)-(2S,3S)-3-[(S)-2-(4-butoxy-phenyl)-1-methoxycarbonyl-ethylcarbamoyl]-2-hydroxy-2-(2-methoxy-ethyl)-12-oxo-nonadec-4-enoic acid), [BH4-].[Na+] (sodium borohydride). The solvent is CO (methanol). Conditions: temperature 0 celsius, time 30 minute. Yields the product C(CCC)OC1=CC=C(C=C1)C[C@@H](C(=O)OC)NC(=O)[C@H]([C@](C(=O)O)(CCOC)O)\C=C\CCCCCCC(CCCCCCC)O ((E)-(2S,3S)-3-[(S)-2-(4-butoxy-phenyl)-1-methoxycarbonyl-ethylcarbamoyl]-2,12-dihydroxy-2-(2-methoxy-ethyl)-nonadec-4-enoic acid). The yield is 59.0%. Reaction SMILES: [CH2:1]([O:5][C:6]1[CH:11]=[CH:10][C:9]([CH2:12][C@H:13]([NH:18][C:19]([C@@H:21](/[CH:31]=[CH:32]/[CH2:33][CH2:34][CH2:35][CH2:36][CH2:37][CH2:38][C:39](=[O:47])[CH2:40][CH2:41][CH2:42][CH2:43][CH2:44][CH2:45][CH3:46])[C@@:22]([OH:30])([CH2:26][CH2:27][O:28][CH3:29])[C:23]([OH:25])=[O:24])=[O:20])[C:14]([O:16][CH3:17])=[O:15])=[CH:8][CH:7]=1)[CH2:2][CH2:3][CH3:4].[BH4-].[Na+]>CO>[CH2:1]([O:5][C:6]1[CH:7]=[CH:8][C:9]([CH2:12][C@H:13]([NH:18][C:19]([C@@H:21](/[CH:31]=[CH:32]/[CH2:33][CH2:34][CH2:35][CH2:36][CH2:37][CH2:38][CH:39]([OH:47])[CH2:40][CH2:41][CH2:42][CH2:43][CH2:44][CH2:45][CH3:46])[C@@:22]([OH:30])([CH2:26][CH2:27][O:28][CH3:29])[C:23]([OH:25])=[O:24])=[O:20])[C:14]([O:16][CH3:17])=[O:15])=[CH:10][CH:11]=1)[CH2:2][CH2:3][CH3:4] |f:1.2|. Procedure details: Under a nitrogen atmosphere, methanol (2.0 mL) was added to (E)-(2S,3S)-3-[(S)-2-(4-butoxy-phenyl)-1-methoxycarbonyl-ethylcarbamoyl]-2-hydroxy-2-(2-methoxy-ethyl)-12-oxo-nonadec-4-enoic acid (No. 5444958; 20.0 mg, 0.0302 mmol) and the mixture was cooled to 0° C. While maintaining the temperature at 0° C., sodium borohydride (1.14 mg, 0.0302 mmol) was added and the mixture was stirred for 30 minutes. The reaction was quenched by adding water, and the mixture was extracted with ethyl acetate. The ... Procedure details: In a manner analogous to the method described in example 5, rac-(4S*,5R*)-4,5-bis-(4-chlorophenyl)-2-[2-ethoxy-4-methoxy-5-(pyrrolidine-1-sulfonyl)-phenyl]-4,5-dimethyl-4,5-dihydroimidazole-1-carbonyl chloride was reacted with 1-(3-methanesulfonyl-propyl)-piperazine dihydrochloride (prepared as described in Fotouhi, N. et al. WO 2005110996) to give the title compound as a racemic mixture. The enantiomers were then separated by supercritical fluid chromatography (Berger Instrument Multi-Gram II, ... As a reaction SMILES: [Cl:1][C:2]1[CH:7]=[CH:6][C:5]([C:8]2([CH3:43])[C:12]([C:14]3[CH:19]=[CH:18][C:17]([Cl:20])=[CH:16][CH:15]=3)([CH3:13])[N:11]([C:21](Cl)=[O:22])[C:10]([C:24]3[CH:29]=[C:28]([S:30]([N:33]4[CH2:37][CH2:36][CH2:35][CH2:34]4)(=[O:32])=[O:31])[C:27]([O:38][CH3:39])=[CH:26][C:25]=3[O:40][CH2:41][CH3:42])=[N:9]2)=[CH:4][CH:3]=1.Cl.Cl.[CH3:46][S:47]([CH2:50][CH2:51][CH2:52][N:53]1[CH2:58][CH2:57][NH:56][CH2:55][CH2:54]1)(=[O:49])=[O:48]>>[Cl:1][C:2]1[CH:3]=[CH:4][C:5]([C@@:8]2([CH3:43])[C@:12]([C:14]3[CH:15]=[CH:16][C:17]([Cl:20])=[CH:18][CH:19]=3)([CH3:13])[N:11]([C:21]([N:56]3[CH2:55][CH2:54][N:53]([CH2:52][CH2:51][CH2:50][S:47]([CH3:46])(=[O:48])=[O:49])[CH2:58][CH2:57]3)=[O:22])[C:10]([C:24]3[CH:29]=[C:28]([S:30]([N:33]4[CH2:37][CH2:36][CH2:35][CH2:34]4)(=[O:32])=[O:31])[C:27]([O:38][CH3:39])=[CH:26][C:25]=3[O:40][CH2:41][CH3:42])=[N:9]2)=[CH:6][CH:7]=1 |f:1.2.3|. Product: ClC1=CC=C(C=C1)[C@@]1(N=C(N([C@]1(C)C1=CC=C(C=C1)Cl)C(=O)N1CCN(CC1)CCCS(=O)(=O)C)C1=C(C=C(C(=C1)S(=O)(=O)N1CCCC1)OC)OCC)C ({(4S,5R)-4,5-Bis-(4-chlorophenyl)-2-[2-ethoxy-4-methoxy-5-(pyrrolidine-1-sulfonyl)-phenyl]-4,5-dimethyl-4,5-dihydroimidazol-1-yl}-[4-(3-methanesulfonylpropyl)-piperazin-1-yl]methanone). Starting materials: ClC1=CC=C(C=C1)C1(N=C(N(C1(C)C1=CC=C(C=C1)Cl)C(=O)Cl)C1=C(C=C(C(=C1)S(=O)(=O)N1CCCC1)OC)OCC)C (rac-(4S*,5R*)-4,5-bis-(4-chlorophenyl)-2-[2-ethoxy-4-methoxy-5-(pyrrolidine-1-sulfonyl)-phenyl]-4,5-dimethyl-4,5-dihydroimidazole-1-carbonyl chloride), Cl.Cl.CS(=O)(=O)CCCN1CCNCC1 (1-(3-methanesulfonyl-propyl)-piperazine dihydrochloride). Reactants: C(C1=CC=CC=C1)NC(=O)C1=C(N=C(S1)Br)C (2-bromo-4-methyl-thiazole-5-carboxylic acid, benzyl amide), N1N=CC=C1B(O)O (1H-pyrazole-5-boronic acid), C([O-])([O-])=O.[K+].[K+] (potassium carbonate), CCCCCC (hexane). Reagents/catalysts: C=1C=CC(=CC1)[P](C=2C=CC=CC2)(C=3C=CC=CC3)[Pd]([P](C=4C=CC=CC4)(C=5C=CC=CC5)C=6C=CC=CC6)([P](C=7C=CC=CC7)(C=8C=CC=CC8)C=9C=CC=CC9)[P](C=1C=CC=CC1)(C=1C=CC=CC1)C=1C=CC=CC1 (Pd(PPh3)4). Run in C1(=CC=CC=C1)C (toluene), O (water), C(C)O (ethanol). Conditions: temperature 100 celsius. Product: C(C1=CC=CC=C1)NC(=O)C1=C(N=C(S1)C=1NN=CC1)C (4-methyl-2-(2H-pyrazol-3-yl)-thiazole-5-carboxylic acid benzylamide). Isolated yield 65.2%. RXN SMILES: [CH2:1]([NH:8][C:9]([C:11]1[S:15][C:14](Br)=[N:13][C:12]=1[CH3:17])=[O:10])[C:2]1[CH:7]=[CH:6][CH:5]=[CH:4][CH:3]=1.[NH:18]1[C:22](B(O)O)=[CH:21][CH:20]=[N:19]1.C(=O)([O-])[O-].[K+].[K+].CCCCCC>C1(C)C=CC=CC=1.O.C(O)C.C1C=CC([P]([Pd]([P](C2C=CC=CC=2)(C2C=CC=CC=2)C2C=CC=CC=2)([P](C2C=CC=CC=2)(C2C=CC=CC=2)C2C=CC=CC=2)[P](C2C=CC=CC=2)(C2C=CC=CC=2)C2C=CC=CC=2)(C2C=CC=CC=2)C2C=CC=CC=2)=CC=1>[CH2:1]([NH:8][C:9]([C:11]1[S:15][C:14]([C:22]2[NH:18][N:19]=[CH:20][CH:21]=2)=[N:13][C:12]=1[CH3:17])=[O:10])[C:2]1[CH:7]=[CH:6][CH:5]=[CH:4][CH:3]=1 |f:2.3.4,^1:52,54,73,92|. Reported procedure: A solution of 2-bromo-4-methyl-thiazole-5-carboxylic acid, benzyl amide (2.0 g, 6.43 mmol) in toluene (30 mL), water (10 mL) and ethanol (10 mL) was added 1H-pyrazole-5-boronic acid (1.44 g, 12.86 mmol), Pd(PPh3)4 (0.74 g, 0.643 mmol), and potassium carbonate (2.67 g, 19.29 mmol). The resulting mixture was degassed three times and heated to 100° C. for 16 hr. The reaction mixture was cooled to room temperature, diluted with ethyl acetate (100 mL) and washed with brine (2×100 mL). The organic pha... The reactants are CI, Cc1cc(C2CC2)cnc1N1CCN(C(=O)c2ccc(N3C(=O)OCC3CO)cc2N2CCCS2(=O)=O)CC1. The product is COCC1COC(=O)N1c1ccc(C(=O)N2CCN(c3ncc(C4CC4)cc3C)CC2)c(N2CCCS2(=O)=O)c1. Reaction SMILES: [CH3:40][I:41].[CH:1]1([c:4]2[cH:5][c:6]([CH3:39])[c:7]([N:10]3[CH2:11][CH2:12][N:13]([C:16](=[O:17])[c:18]4[c:19]([N:32]5[S:33](=[O:37])(=[O:38])[CH2:34][CH2:35][CH2:36]5)[cH:20][c:21]([N:24]5[C:25](=[O:31])[O:26][CH2:27][CH:28]5[CH2:29][OH:30])[cH:22][cH:23]4)[CH2:14][CH2:15]3)[n:8][cH:9]2)[CH2:2][CH2:3]1>>[CH:1]1([c:4]2[cH:5][c:6]([CH3:39])[c:7]([N:10]3[CH2:11][CH2:12][N:13]([C:16](=[O:17])[c:18]4[c:19]([N:32]5[S:33](=[O:37])(=[O:38])[CH2:34][CH2:35][CH2:36]5)[cH:20][c:21]([N:24]5[C:25](=[O:31])[O:26][CH2:27][CH:28]5[CH2:29][O:30][CH3:40])[cH:22][cH:23]4)[CH2:14][CH2:15]3)[n:8][cH:9]2)[CH2:2][CH2:3]1. Reactants: CCO, CNCCc1ccncc1, CN(C)C=O, O=S(=O)(Cl)C1CCCCC1, [H-], [Na+]. The product is CN(CCc1ccncc1)S(=O)(=O)C1CCCCC1. RXN SMILES: [CH3:13][CH2:14][OH:15].[CH3:1][NH:2][CH2:3][CH2:4][c:5]1[cH:6][cH:7][n:8][cH:9][cH:10]1.[CH3:26][N:27]([CH3:28])[CH:29]=[O:30].[CH:16]1([S:22](=[O:23])(=[O:24])[Cl:25])[CH2:17][CH2:18][CH2:19][CH2:20][CH2:21]1.[H-:11].[Na+:12]>>[CH3:1][N:2]([CH2:3][CH2:4][c:5]1[cH:6][cH:7][n:8][cH:9][cH:10]1)[S:22]([CH:16]1[CH2:17][CH2:18][CH2:19][CH2:20][CH2:21]1)(=[O:23])=[O:24].